This data is from the Open Reaction Database (ORD), a public repository of structured organic reaction records. The task is: describe an organic reaction: reactants, conditions, products, and yield Reactants: C(C)(C)(C)OC(=O)N1[C@@H](CC(C1)=NOC)C(=O)O ((2S,4EZ)-1-(tert-butoxycarbonyl)-4-(methoxyimino)-2-pyrrolidinecarboxylic acid), N1=CC(=CC=C1)C1=CC=C(C(=O)O)C=C1 (4-(3-pyridinyl)benzoic acid), NCC(COC1=CC=CC=C1)O ((2RS)-1-amino-3-phenoxy-2-propanol). Yields the product OC(CNC(=O)[C@H]1N(CC(C1)=NOC)C(C1=CC=C(C=C1)C=1C=NC=CC1)=O)COC1=CC=CC=C1 ((2S,4EZ)-N-[(2RS)-2-hydroxy-3-phenoxypropyl]-4-(methoxyimino)-1-[4-(3-pyridinyl)benzoyl]-2-pyrrolidinecarboxamide). Reaction SMILES: C(O[C:6]([N:8]1[CH2:12][C:11](=[N:13][O:14][CH3:15])[CH2:10][C@H:9]1[C:16]([OH:18])=O)=[O:7])(C)(C)C.[N:19]1[CH:24]=[CH:23][CH:22]=[C:21]([C:25]2[CH:33]=[CH:32][C:28](C(O)=O)=[CH:27][CH:26]=2)[CH:20]=1.[NH2:34][CH2:35][CH:36]([OH:45])[CH2:37][O:38][C:39]1[CH:44]=[CH:43][CH:42]=[CH:41][CH:40]=1>>[OH:45][CH:36]([CH2:37][O:38][C:39]1[CH:44]=[CH:43][CH:42]=[CH:41][CH:40]=1)[CH2:35][NH:34][C:16]([C@@H:9]1[CH2:10][C:11](=[N:13][O:14][CH3:15])[CH2:12][N:8]1[C:6](=[O:7])[C:28]1[CH:27]=[CH:26][C:25]([C:21]2[CH:20]=[N:19][CH:24]=[CH:23][CH:22]=2)=[CH:33][CH:32]=1)=[O:18]. Reported procedure: Following the general method as outlined in Example 22, starting from (2S,4EZ)-1-(tert-butoxycarbonyl)-4-(methoxyimino)-2-pyrrolidinecarboxylic acid, 4-(3-pyridinyl)benzoic acid, and (2RS)-1-amino-3-phenoxy-2-propanol, the title compound was obtained in 76% purity by HPLC. MS(ESI+): m/z=489.